From a dataset of the Open Reaction Database (ORD), a public repository of structured organic reaction records. describe an organic reaction: reactants, conditions, products, and yield Procedure: A solution of 3-(4-hydroxy-5,6,7,8-tetrahydro-[1]benzothiopheno[2,3-d]pyrimidin-2-yl)-propionic acid methyl ester (2 g, 0.0068 mol) in POCl3 (10 ml) was refluxed for 2 hrs. After consumption of starting material, excess of POCl3 was distilled off. The reaction mixture was quenched with ice and extracted with ethyl acetate (3×25 ml). The combined organic layers were dried over Na2SO4, concentrated and purified by chromatography on 60-120 silica using ethyl acetate (30%) in hexane as eluant to giv... The yield is 47.0%. Reaction SMILES: [CH3:1][O:2][C:3](=[O:20])[CH2:4][CH2:5][C:6]1[N:7]=[C:8](O)[C:9]2[C:14]3[CH2:15][CH2:16][CH2:17][CH2:18][C:13]=3[S:12][C:10]=2[N:11]=1.O=P(Cl)(Cl)[Cl:23]>>[CH3:1][O:2][C:3](=[O:20])[CH2:4][CH2:5][C:6]1[N:7]=[C:8]([Cl:23])[C:9]2[C:14]3[CH2:15][CH2:16][CH2:17][CH2:18][C:13]=3[S:12][C:10]=2[N:11]=1. Product: COC(CCC=1N=C(C2=C(N1)SC1=C2CCCC1)Cl)=O (3-(4-chloro-5,6,7,8-tetrahydro-[1]benzothiopheno[2,3-d]pyrimidin-2-yl)-propionic acid methyl ester). The reactants are COC(CCC=1N=C(C2=C(N1)SC1=C2CCCC1)O)=O (3-(4-hydroxy-5,6,7,8-tetrahydro-[1]benzothiopheno[2,3-d]pyrimidin-2-yl)-propionic acid methyl ester), O=P(Cl)(Cl)Cl (POCl3). Reactants: C(C)OC(C1=CC(=CC=C1)N1CCN(CC1)CCC1CCC2(OCCO2)CC1)=O (3-{4-[2-(1,4-dioxaspiro[4.5]dec-8-yl)ethyl]piperazin-1-yl}benzoic acid ethyl ester), [OH-].[Na+] (sodium hydroxide), Cl (hydrochloric acid). Solvent: C(C)O (ethanol). Product: O1CCOC12CCC(CC2)CCN2CCN(CC2)C=2C=C(C(=O)O)C=CC2 (3-{4-[2-(1,4-dioxaspiro[4.5]dec-8-yl)ethyl]piperazin-1-yl}benzoic acid). The yield is 106.2%. As a reaction SMILES: C([O:3][C:4](=[O:29])[C:5]1[CH:10]=[CH:9][CH:8]=[C:7]([N:11]2[CH2:16][CH2:15][N:14]([CH2:17][CH2:18][CH:19]3[CH2:28][CH2:27][C:22]4([O:26][CH2:25][CH2:24][O:23]4)[CH2:21][CH2:20]3)[CH2:13][CH2:12]2)[CH:6]=1)C.[OH-].[Na+].Cl>C(O)C>[O:23]1[C:22]2([CH2:21][CH2:20][CH:19]([CH2:18][CH2:17][N:14]3[CH2:13][CH2:12][N:11]([C:7]4[CH:6]=[C:5]([CH:10]=[CH:9][CH:8]=4)[C:4]([OH:29])=[O:3])[CH2:16][CH2:15]3)[CH2:28][CH2:27]2)[O:26][CH2:25][CH2:24]1 |f:1.2|. Reported procedure: To a solution of 3.75 g (9.3 mmol) of 3-{4-[2-(1,4-dioxaspiro[4.5]dec-8-yl)ethyl]piperazin-1-yl}benzoic acid ethyl ester in 20 mL of ethanol are added 10.2 mL of an aqueous 1N sodium hydroxide solution. Stirring is maintained overnight. The mixture is cooled and 2.55 mL (10.2 mmol) of 4N hydrochloric acid solution are added. After evaporation under reduced pressure, the solid is taken off with ethyl acetate, filtered and dried at 50° C. under vacuum to give 3.7 g of crude 3-{4-[2-(1,4-dioxaspiro... Starting materials: CCO, COc1cc(Br)ccc1-c1ccc(Br)cc1[N+](=O)[O-], NN, O. Yields the product COc1cc(Br)ccc1-c1ccc(Br)cc1N. Reaction SMILES: [CH3:23][CH2:24][OH:25].[CH3:4][O:5][c:6]1[c:7](-[c:13]2[c:14]([N+:20]([O-:21])=[O:22])[cH:15][c:16]([Br:19])[cH:17][cH:18]2)[cH:8][cH:9][c:10]([Br:12])[cH:11]1.[NH2:2][NH2:3].[OH2:1]>>[CH3:4][O:5][c:6]1[c:7](-[c:13]2[c:14]([NH2:20])[cH:15][c:16]([Br:19])[cH:17][cH:18]2)[cH:8][cH:9][c:10]([Br:12])[cH:11]1.